Dataset: the Open Reaction Database (ORD), a public repository of structured organic reaction records. Task: describe an organic reaction: reactants, conditions, products, and yield The reactants are S(=O)(=O)=O.N1=CC=CC=C1 (pyridine sulfur trioxide), C(C)(C)(C)OC(N(C)CC=1C2=CC=CC=C2C(=C2C=CC=CC12)CO)=O ((10-Hydroxymethyl-anthracen-9-ylmethyl)-methyl-carbamic acid tert-butyl ester), ice water. Solvent: CS(=O)C (DMSO), CN(C)C (trimethylamine), CS(=O)C (DMSO). Reaction conditions: time 30 minute. The product is C(C)(C)(C)OC(N(C)CC=1C2=CC=CC=C2C(=C2C=CC=CC12)C=O)=O ((10-Formyl-anthracen-9-ylmethyl)-methyl-carbamic acid tert-butyl ester). The yield is 100.5%. Reaction SMILES: [C:1]([O:5][C:6](=[O:26])[N:7]([CH2:9][C:10]1[C:11]2[C:16]([C:17]([CH2:24][OH:25])=[C:18]3[C:23]=1[CH:22]=[CH:21][CH:20]=[CH:19]3)=[CH:15][CH:14]=[CH:13][CH:12]=2)[CH3:8])([CH3:4])([CH3:3])[CH3:2].S(=O)(=O)=O.N1C=CC=CC=1>CS(C)=O.CN(C)C>[C:1]([O:5][C:6](=[O:26])[N:7]([CH2:9][C:10]1[C:11]2[C:16]([C:17]([CH:24]=[O:25])=[C:18]3[C:23]=1[CH:22]=[CH:21][CH:20]=[CH:19]3)=[CH:15][CH:14]=[CH:13][CH:12]=2)[CH3:8])([CH3:4])([CH3:2])[CH3:3] |f:1.2|. Procedure details: Compound 3 (2.30 g, 6.55 mmol) was dissolved in the mixture of dry DMSO (20 mL) and trimethylamine (20 mL). To the solution thus prepared was added the solution of pyridine sulfur trioxide (7.30 g, 45.9 mmol) dissolved in dry DMSO (20 mL) over a period of 30 min. The reaction mixture was stirred at room temperature under nitrogen for 30 min, and then poured into ice-water (300 mL), extracted with ethyl acetate (3×100 mL), dried over MgSO4. Solvent evaporation gave a yellow solid (2.30 g, 100%), ... Starting materials: NC1=CC(CC(C1)(C)C)=O (3-amino-5,5-dimethyl-2-cyclohexen-1-one), [N+](=O)([O-])C=1C=C(C=O)C=CC1 (3-nitrobenzaldehyde). Product: CC1(CC(C=2C(C=3C(CC(CC3NC2C1)(C)C)=O)C1=CC(=CC=C1)[N+](=O)[O-])=O)C (3,4,6,7,9,10-hexahydro-3,3,6,6-tetramethyl-9-(3-nitrophenyl)-1,8-(2H,5H)-acridinedione). RXN SMILES: [NH2:1][C:2]1[CH2:7][C:6]([CH3:9])([CH3:8])[CH2:5][C:4](=[O:10])[CH:3]=1.[N+:11]([C:14]1[CH:15]=[C:16]([CH:19]=[CH:20][CH:21]=1)[CH:17]=O)([O-:13])=[O:12]>>[CH3:8][C:6]1([CH3:9])[CH2:7][C:2]2[NH:1][C:2]3[CH2:7][C:6]([CH3:9])([CH3:8])[CH2:5][C:4](=[O:10])[C:3]=3[CH:17]([C:16]3[CH:19]=[CH:20][CH:21]=[C:14]([N+:11]([O-:13])=[O:12])[CH:15]=3)[C:3]=2[C:4](=[O:10])[CH2:5]1. Procedure details: Reaction of 18.4 g of 3-amino-5,5-dimethyl-2-cyclohexen-1-one with 10 g of 3-nitrobenzaldehyde in an analogous manner to that described in Example 1 gave 3,4,6,7,9,10-hexahydro-3,3,6,6-tetramethyl-9-(3-nitrophenyl)-1,8-(2H,5H)-acridinedione. Crystallization from dimethylformamide/water gave 22.6 g of pure material as pale yellow crystals of melting point >280° C., Reactants: ClC1=CC=C(C=C1)C(C1=CNC2=C(C=CC=C12)CSC)C1CC1 (3-[(4-Chlorophenyl)(cyclopropyl)methyl]-7-[(methylsulfanyl)methyl]-1H-indole), ClCCl (dichloromethane), ClC1=CC(=CC=C1)C(=O)OO (meta-chloroperbenzoic acid). Solvent: CO (methanol). Run at time 2 hour. Yields the product ClC1=CC=C(C=C1)C(C1=CNC2=C(C=CC=C12)CS(=O)C)C1CC1 (3-[(4-Chlorophenyl)(cyclopropyl)methyl]-7-[(methylsulfinyl)methyl]-1H-indole). Isolated yield 130.1%. As a reaction SMILES: [Cl:1][C:2]1[CH:7]=[CH:6][C:5]([CH:8]([CH:21]2[CH2:23][CH2:22]2)[C:9]2[C:17]3[C:12](=[C:13]([CH2:18][S:19][CH3:20])[CH:14]=[CH:15][CH:16]=3)[NH:11][CH:10]=2)=[CH:4][CH:3]=1.ClCCl.ClC1C=CC=C(C(OO)=[O:35])C=1>CO>[Cl:1][C:2]1[CH:7]=[CH:6][C:5]([CH:8]([CH:21]2[CH2:23][CH2:22]2)[C:9]2[C:17]3[C:12](=[C:13]([CH2:18][S:19]([CH3:20])=[O:35])[CH:14]=[CH:15][CH:16]=3)[NH:11][CH:10]=2)=[CH:4][CH:3]=1. Procedure: 100 mg (0.29 mmol) of the compound from Example 227 were introduced into 15 ml of dichloromethane at 0° C., 72 mg (0.29 mmol) of 70% pure meta-chloroperbenzoic acid were added, and the mixture was stirred at RT for 2 h. 2 ml of methanol were added, and the solution was concentrated. The crude product was purified by preparative HPLC (mobile phase: acetonitrile/water gradient) to result in 135 mg of the title compound as mixture of diastereomers. Starting materials: CCO, N#CCCl, Oc1ccc(Oc2ccc(Cl)cc2)cc1, [Na]. The product is N#CCOc1ccc(Oc2ccc(Cl)cc2)cc1. RXN SMILES: [CH3:21][CH2:22][OH:23].[Cl:1][CH2:2][C:3]#[N:4].[Cl:6][c:7]1[cH:8][cH:9][c:10]([O:11][c:12]2[cH:13][cH:14][c:15]([OH:18])[cH:16][cH:17]2)[cH:19][cH:20]1.[Na:5]>>[CH2:2]([C:3]#[N:4])[O:18][c:15]1[cH:14][cH:13][c:12]([O:11][c:10]2[cH:9][cH:8][c:7]([Cl:6])[cH:20][cH:19]2)[cH:17][cH:16]1. The reactants are C1COCCO1, CCO, Cl, CCOC(=O)c1ccc2nc(SC)nc(-c3cccc([N+](=O)[O-])c3)c2c1N. The product is CCOC(=O)c1ccc2nc(SC)nc(-c3cccc(N)c3)c2c1N. RXN SMILES: [CH2:32]1[O:33][CH2:34][CH2:35][O:36][CH2:37]1.[CH3:28][CH2:29][OH:30].[ClH:31].[NH2:1][c:2]1[c:3]2[c:4](-[c:19]3[cH:20][c:21]([N+:25]([O-:26])=[O:27])[cH:22][cH:23][cH:24]3)[n:5][c:6]([S:17][CH3:18])[n:7][c:8]2[cH:9][cH:10][c:11]1[C:12](=[O:13])[O:14][CH2:15][CH3:16]>>[NH2:1][c:2]1[c:3]2[c:4](-[c:19]3[cH:20][c:21]([NH2:25])[cH:22][cH:23][cH:24]3)[n:5][c:6]([S:17][CH3:18])[n:7][c:8]2[cH:9][cH:10][c:11]1[C:12](=[O:13])[O:14][CH2:15][CH3:16]. The reactants are BrCCCBr, CC1(C)OB(c2ccc(O)cc2)OC1(C)C, CC#N, [K+], [K+], O=C([O-])[O-]. Product: CC1(C)OB(c2ccc(OCCCBr)cc2)OC1(C)C. Reaction SMILES: [Br:23][CH2:24][CH2:25][CH2:26][Br:27].[CH3:1][C:2]1([CH3:16])[O:3][B:4]([c:9]2[cH:10][cH:11][c:12]([OH:15])[cH:13][cH:14]2)[O:5][C:6]1([CH3:7])[CH3:8].[CH3:28][C:29]#[N:30].[K+:17].[K+:18].[O-:19][C:20]([O-:21])=[O:22]>>[CH3:1][C:2]1([CH3:16])[O:3][B:4]([c:9]2[cH:10][cH:11][c:12]([O:15][CH2:26][CH2:25][CH2:24][Br:23])[cH:13][cH:14]2)[O:5][C:6]1([CH3:7])[CH3:8].